From a dataset of the Open Reaction Database (ORD), a public repository of structured organic reaction records. describe an organic reaction: reactants, conditions, products, and yield Reactants: IN1C(CCC1=O)=O (N-iodosuccinimide), FC1=C(C(=CC=C1)O)NC(OC)=O (methyl (2-fluoro-6-hydroxyphenyl)carbamate), CC#N (MeCN), O.C1(=CC=C(C=C1)S(=O)(=O)O)C (p-toluenesulfonic acid monohydrate). The solvent is C(Cl)(Cl)Cl (chloroform). Run at time 5 minute. Yields the product FC1=C(C(=CC=C1I)O)NC(OC)=O (methyl (2-fluoro-6-hydroxy-3-iodophenyl)carbamate). Isolated yield 22.9%. RXN SMILES: [F:1][C:2]1[CH:7]=[CH:6][CH:5]=[C:4]([OH:8])[C:3]=1[NH:9][C:10](=[O:13])[O:11][CH3:12].CC#N.O.C1(C)C=CC(S(O)(=O)=O)=CC=1.[I:29]N1C(=O)CCC1=O>C(Cl)(Cl)Cl>[F:1][C:2]1[C:7]([I:29])=[CH:6][CH:5]=[C:4]([OH:8])[C:3]=1[NH:9][C:10](=[O:13])[O:11][CH3:12] |f:2.3|. Reported procedure: To a mixture of methyl (2-fluoro-6-hydroxyphenyl)carbamate (1.06 g) and MeCN (90 mL) was added p-toluenesulfonic acid monohydrate (1.09 g), followed by stirring at room temperature for 5 minutes. To the reaction mixture was added N-iodosuccinimide (1.29 g), followed by stirring at room temperature overnight. The reaction mixture was diluted with chloroform, and washed with a 10% aqueous sodium thiosulfate solution and brine in this order. The organic layer was dried over Na2SO4 and then concentr... Reactants: O=[N+]([O-])c1ccccc1N=C=S, CCOC(=O)N1CCC(N)C1, C1CCOC1. Product: CCOC(=O)N1CCC(NC(=S)Nc2ccccc2[N+](=O)[O-])C1. As a reaction SMILES: [N:12](=[C:13]=[S:14])[c:15]1[c:16]([N+:21](=[O:22])[O-:23])[cH:17][cH:18][cH:19][cH:20]1.[NH2:1][CH:2]1[CH2:3][N:4]([C:7](=[O:8])[O:9][CH2:10][CH3:11])[CH2:5][CH2:6]1.[O:24]1[CH2:25][CH2:26][CH2:27][CH2:28]1>>[NH:1]([CH:2]1[CH2:3][N:4]([C:7](=[O:8])[O:9][CH2:10][CH3:11])[CH2:5][CH2:6]1)[C:13]([NH:12][c:15]1[c:16]([N+:21](=[O:22])[O-:23])[cH:17][cH:18][cH:19][cH:20]1)=[S:14]. Reactants: COc1cc2c(c3c1OC(C)(C)C3)C(c1cccc(-c3ccc(N)cc3)c1)=NC(C)(C)C2, CN=C=O, ClC(Cl)Cl. Product: CNC(=O)Nc1ccc(-c2cccc(C3=NC(C)(C)Cc4cc(OC)c5c(c43)CC(C)(C)O5)c2)cc1. Reaction SMILES: [CH3:1][O:2][c:3]1[cH:4][c:5]2[c:10]([c:11]3[c:12]1[O:13][C:14]([CH3:16])([CH3:17])[CH2:15]3)[C:9]([c:18]1[cH:19][c:20](-[c:24]3[cH:25][cH:26][c:27]([NH2:30])[cH:28][cH:29]3)[cH:21][cH:22][cH:23]1)=[N:8][C:7]([CH3:31])([CH3:32])[CH2:6]2.[CH3:33][N:34]=[C:35]=[O:36].[CH:37]([Cl:38])([Cl:39])[Cl:40]>>[CH3:1][O:2][c:3]1[cH:4][c:5]2[c:10]([c:11]3[c:12]1[O:13][C:14]([CH3:16])([CH3:17])[CH2:15]3)[C:9]([c:18]1[cH:19][c:20](-[c:24]3[cH:25][cH:26][c:27]([NH:30][C:35]([NH:34][CH3:33])=[O:36])[cH:28][cH:29]3)[cH:21][cH:22][cH:23]1)=[N:8][C:7]([CH3:31])([CH3:32])[CH2:6]2. Reactants: C(C)(C)(C)OO (t-butyl hydroperoxide), C[O-].[Na+] (sodium methoxide), FC=1C=CC=C2C(CC(NC12)=O)=O (8-fluoroquinolin-2,4-dione), C(C)(C)(C)OO (t-butyl hydroperoxide), C[O-].[Na+] (sodium methoxide), O (water). Run in C(C)(=O)O (acetic acid), CO (methanol), CO (methanol), CO (methanol). Run at time 48 hour. Yields the product FC1=C(C(C(=O)O)=CC=C1)N (3-fluoroanthranilic acid). The yield is 376.0%. RXN SMILES: [F:1][C:2]1[CH:3]=[CH:4][CH:5]=[C:6]2[C:11]=1[NH:10]C(=O)C[C:7]2=[O:13].C([O:18]O)(C)(C)C.C[O-].[Na+].O>CO.C(O)(=O)C>[F:1][C:2]1[CH:3]=[CH:4][CH:5]=[C:6]([C:7]([OH:13])=[O:18])[C:11]=1[NH2:10] |f:2.3|. Procedure details: A solution of 0.1 g (0.6 mmol) of 8-fluoroquinolin-2,4-dione, 0.1 g (7.8 mmol) of 70 percent t-butyl hydroperoxide, 0.2 g of 25 percent sodium methoxide in methanol and an additional 2 mL of methanol was heated at 75° C. with stirring for 48 hr. An additional 0.2 g of t-butyl hydroperoxide and 0.5 mL of 25 percent sodium methoxide in methanol were added and heating was continued for 24 more hr. The reaction mixture was cooled, poured into water, and neutralized with acetic acid. The mixture was ... Starting materials: C(C)(=O)NC=1SC=C(N1)CCC1=CC=C(C=C1)NC(CNC(OC(C)(C)C)=O)=O (tert-butyl 2-[(4-{2-[2-(acetylamino)-1,3-thiazol-4-yl]ethyl}phenyl)amino]-2-oxoethylcarbamate), Cl (hydrogen chloride). Run in C(C)(=O)OCC (ethyl acetate), C(C)(=O)OCC (ethyl acetate). Run at time 103 hour. Yields the product Cl.C(C)(=O)NC=1SC=C(N1)CCC1=CC=C(C=C1)NC(CN)=O (N-(4-{2-[2-(acetylamino)-1,3-thiazol-4-yl]ethyl}phenyl)-2-aminoacetamide hydrochloride). RXN SMILES: [C:1]([NH:4][C:5]1[S:6][CH:7]=[C:8]([CH2:10][CH2:11][C:12]2[CH:17]=[CH:16][C:15]([NH:18][C:19](=[O:29])[CH2:20][NH:21]C(=O)OC(C)(C)C)=[CH:14][CH:13]=2)[N:9]=1)(=[O:3])[CH3:2].[ClH:30]>C(OCC)(=O)C>[ClH:30].[C:1]([NH:4][C:5]1[S:6][CH:7]=[C:8]([CH2:10][CH2:11][C:12]2[CH:17]=[CH:16][C:15]([NH:18][C:19](=[O:29])[CH2:20][NH2:21])=[CH:14][CH:13]=2)[N:9]=1)(=[O:3])[CH3:2] |f:3.4|. Reported procedure: To a solution of tert-butyl 2-[(4-{2-[2-(acetylamino)-1,3-thiazol-4-yl]ethyl}phenyl)amino]-2-oxoethylcarbamate (100 mg) in ethyl acetate (1 ml) was added 4N hydrogen chloride in ethyl acetate (1 ml), and the mixture was stirred at ambient temperature for 103 hours. The precipitated solid was filtered and washed with ethyl acetate to give N-(4-{2-[2-(acetylamino)-1,3-thiazol-4-yl]ethyl}phenyl)-2-aminoacetamide hydrochloride (80 mg). Starting materials: CN1N=NN=C1 (1-methyltetrazole), C(CCC)[Li] (n-butyllithium), C(=O)(OC(C)(C)C)N1CCN(CC1)C1=C(C=CC=C1)C=O (N-Boc-4-(2-formylphenyl)-piperazine), 113A. The product is C(=O)(OC(C)(C)C)N1CCN(CC1)C1=C(C=CC=C1)CC=1N(N=CN1)C (1-Boc-4-[2-(2-methyl-2H-[1,2,4]triazol-3-ylmethyl)-phenyl]-piperazine). RXN SMILES: [CH3:1][N:2]1[CH:6]=[N:5]N=[N:3]1.[CH2:7]([Li])CCC.[C:12]([N:19]1[CH2:24][CH2:23][N:22]([C:25]2[CH:30]=[CH:29][CH:28]=[CH:27][C:26]=2[CH:31]=O)[CH2:21][CH2:20]1)([O:14][C:15]([CH3:18])([CH3:17])[CH3:16])=[O:13]>>[C:12]([N:19]1[CH2:24][CH2:23][N:22]([C:25]2[CH:30]=[CH:29][CH:28]=[CH:27][C:26]=2[CH2:31][C:6]2[N:2]([CH3:1])[N:3]=[CH:7][N:5]=2)[CH2:21][CH2:20]1)([O:14][C:15]([CH3:18])([CH3:17])[CH3:16])=[O:13]. Reported procedure: 1-methyltetrazole was lithiated with n-butyllithium and reacted with N-Boc-4-(2-formylphenyl)-piperazine in a manner similar to preparation 113A. The resulting alcohol was deoxygenated in a manner similar to preparation 115A to afford the final compound. LRMS (ESI+): 358.3 (M+1) Reactants: CCOC(=O)C(=O)OCC, C1CCOC1, [Li]CCCC, COc1cccs1, CCCCCC, [Cl-], [NH4+], [Li]c1cccs1. Yields the product CCOC(=O)C(=O)c1ccc(OC)s1. As a reaction SMILES: [C:19]([C:20](=[O:21])[O:22][CH2:23][CH3:24])(=[O:25])[O:26][CH2:27][CH3:28].[CH2:31]1[O:32][CH2:33][CH2:34][CH2:35]1.[CH2:8]([Li:9])[CH2:10][CH2:11][CH3:12].[CH3:1][O:2][c:3]1[s:4][cH:5][cH:6][cH:7]1.[CH3:36][CH2:37][CH2:38][CH2:39][CH2:40][CH3:41].[Cl-:29].[NH4+:30].[s:13]1[cH:14][cH:15][cH:16][c:17]1[Li:18]>>[CH3:1][O:2][c:3]1[s:4][c:5]([C:19]([C:20](=[O:21])[O:22][CH2:23][CH3:24])=[O:25])[cH:6][cH:7]1. Reactants: O=C([O-])[O-], CS(C)=O, Cl, FC1CCNC1, N#Cc1ccc(F)c2ccsc12, [K+], [K+], O. Product: N#Cc1ccc(N2CCC(F)C2)c2ccsc12. Reaction SMILES: [C:20](=[O:21])([O-:22])[O-:23].[CH3:26][S:27]([CH3:28])=[O:29].[ClH:13].[F:14][CH:15]1[CH2:16][NH:17][CH2:18][CH2:19]1.[F:1][c:2]1[cH:3][cH:4][c:5]([C:11]#[N:12])[c:6]2[c:7]1[cH:8][cH:9][s:10]2.[K+:24].[K+:25].[OH2:30]>>[c:2]1([N:17]2[CH2:16][CH:15]([F:14])[CH2:19][CH2:18]2)[cH:3][cH:4][c:5]([C:11]#[N:12])[c:6]2[c:7]1[cH:8][cH:9][s:10]2. Starting materials: CC(C)(C#N)CNC(=O)Nc1ccc(C(=O)N2CCN(Cc3ccccc3)CC2)cc1F, CCO, Cl. The product is CC(C)(C#N)CNC(=O)Nc1ccc(C(=O)N2CCNCC2)cc1F. RXN SMILES: [CH2:1]([c:2]1[cH:3][cH:4][cH:5][cH:6][cH:7]1)[N:8]1[CH2:9][CH2:10][N:11]([C:14](=[O:15])[c:16]2[cH:17][c:18]([F:32])[c:19]([NH:22][C:23](=[O:24])[NH:25][CH2:26][C:27]([CH3:28])([CH3:29])[C:30]#[N:31])[cH:20][cH:21]2)[CH2:12][CH2:13]1.[CH3:34][CH2:35][OH:36].[ClH:33]>>[NH:8]1[CH2:9][CH2:10][N:11]([C:14](=[O:15])[c:16]2[cH:17][c:18]([F:32])[c:19]([NH:22][C:23](=[O:24])[NH:25][CH2:26][C:27]([CH3:28])([CH3:29])[C:30]#[N:31])[cH:20][cH:21]2)[CH2:12][CH2:13]1. The reactants are NCCNC(=O)C=1SC=CC1NC1=C2C(=NC=C1)NC=C2 (3-(1H-Pyrrolo[2,3-b]pyridin-4-ylamino)-thiophene-2-carboxylic acid (2-amino-ethyl)-amide), ClC=1C=C(CN)C=CC1C(F)(F)F (3-chloro-4-(trifluoromethyl)benzylamine). Yields the product ClC1=C(C=C(CNC(=O)C=2SC=CC2NC2=C3C(=NC=C2)NC=C3)C=C1)C(F)(F)F (3-(1H-Pyrrolo[2,3-b]pyridin-4-ylamino)-thiophene-2-carboxylic acid 4-chloro-3-trifluoromethyl-benzylamide). RXN SMILES: N[CH2:2][CH2:3][NH:4][C:5]([C:7]1[S:8][CH:9]=[CH:10][C:11]=1[NH:12][C:13]1[CH:18]=[CH:17][N:16]=[C:15]2[NH:19][CH:20]=[CH:21][C:14]=12)=[O:6].[Cl:22][C:23]1[CH:24]=[C:25](C=[CH:29][C:30]=1[C:31]([F:34])([F:33])[F:32])CN>>[Cl:22][C:23]1[CH:24]=[CH:25][C:2]([CH2:3][NH:4][C:5]([C:7]2[S:8][CH:9]=[CH:10][C:11]=2[NH:12][C:13]2[CH:18]=[CH:17][N:16]=[C:15]3[NH:19][CH:20]=[CH:21][C:14]=23)=[O:6])=[CH:29][C:30]=1[C:31]([F:34])([F:33])[F:32]. Procedure: This compound was prepared in an analogous manner as 3-(1H-Pyrrolo[2,3-b]pyridin-4-ylamino)-thiophene-2-carboxylic acid (2-amino-ethyl)-amide using 3-chloro-4-(trifluoromethyl)benzylamine instead of tert-butyl-2-amino ethyl carbamate. LCMS (ESI) 451 (M+H) 1H NMR (400 MHz, DMSO-d6) δ ppm 11.54 (1H, br. s.) 10.24 (1H, s) 8.76 (1H, t, J=5.98 Hz) 8.02 (1H, d, J=5.47 Hz) 7.82 (2H, d, J=4.05 Hz) 7.65-7.71 (1H, m) 7.58-7.64 (1H, m) 7.50 (1H, d, J=5.42 Hz) 7.30 (1H, dd, J=3.29, 2.56 Hz) 6.84 (1H, d, J=5...